This data is from the Open Reaction Database (ORD), a public repository of structured organic reaction records. The task is: describe an organic reaction: reactants, conditions, products, and yield Starting materials: NC1=CC=C(CN2C(=NN=C2SCC2=CC=C(C=C2)Cl)CCCC)C=C1 (4-(4- aminobenzyl)-3-n-butyl-5-(4-chlorobenzylthio)-4H-1,2,4-triazole), C(C)(C)N(C(C)C)CC (N,N-diisopropylethylamine), C(#N)C1=C(CCl)C=CC=C1 (2-cyanobenzyl chloride), C1CCOC1 (THF). Run in CCCCCC (hexane). The product is C(CCC)C1=NN=C(N1CC1=CC=C(C=C1)NC(C1=C(C=CC=C1)C#N)=O)SCC1=CC=C(C=C1)Cl (3-n-Butyl-5-(4-chlorobenzylthio)-4-[4-(2-cyanobenzamido)benzyl]-4H-1,2,4-triazole). The yield is 36.0%. RXN SMILES: [NH2:1][C:2]1[CH:26]=[CH:25][C:5]([CH2:6][N:7]2[C:11]([S:12][CH2:13][C:14]3[CH:19]=[CH:18][C:17]([Cl:20])=[CH:16][CH:15]=3)=[N:10][N:9]=[C:8]2[CH2:21][CH2:22][CH2:23][CH3:24])=[CH:4][CH:3]=1.C(N(CC)C(C)C)(C)C.[C:36]([C:38]1[CH:45]=[CH:44][CH:43]=[CH:42][C:39]=1[CH2:40]Cl)#[N:37].C1C[O:49]CC1>CCCCCC>[CH2:21]([C:8]1[N:7]([CH2:6][C:5]2[CH:4]=[CH:3][C:2]([NH:1][C:40](=[O:49])[C:39]3[CH:42]=[CH:43][CH:44]=[CH:45][C:38]=3[C:36]#[N:37])=[CH:26][CH:25]=2)[C:11]([S:12][CH2:13][C:14]2[CH:19]=[CH:18][C:17]([Cl:20])=[CH:16][CH:15]=2)=[N:10][N:9]=1)[CH2:22][CH2:23][CH3:24]. Procedure: A solution of 450 mg (1.16 mmole) of 4-(4- aminobenzyl)-3-n-butyl-5-(4-chlorobenzylthio)-4H-1,2,4-triazole (Step B), 438 μl (325 mg, 2.52 mmole) of N,N-diisopropylethylamine and 418 mg (2.53 mmole) of 2-cyanobenzyl chloride [R. Scholl and W. Neuberger, Monatsh. Chem. 33, 507 (1911)] in 10 ml of dry THF was stirred overnight at room temperature under N2. The mixture was filtered, and the filtrate was concentrated in vacuo. The residue was dissolved in 50 ml of ethyl acetate and washed with 2×60 m... The reactants are BrC[C@H](CC)C ((S)-1-bromo-2-methylbutane), FC(S(=O)(=O)OC1=CC=C(C=C1)[C@@H]1CC[C@H](CC1)C1CC[Si](CC1)(C1=CC=CC=C1)CCCCC)(F)F ((4-(trans-4-(4-n-pentyl-4-phenyl-4-silacyclohexyl)cyclohexyl)phenyl) trifluoromethanesulfonate). Product: C(CCCC)[Si@@H]1CC[C@H](CC1)[C@@H]1CC[C@H](CC1)C1=CC=C(C=C1)C[C@H](CC)C ((S)-4-(trans-4-(trans-4-n-pentyl-4-silacyclohexyl)cyclohexyl)-1-(2- methylbutyl) benzene). RXN SMILES: Br[CH2:2][C@@H:3]([CH3:6])[CH2:4][CH3:5].FC(F)(F)S(O[C:13]1[CH:18]=[CH:17][C:16]([C@H:19]2[CH2:24][CH2:23][C@H:22]([CH:25]3[CH2:30][CH2:29][Si:28]([CH2:37][CH2:38][CH2:39][CH2:40][CH3:41])(C4C=CC=CC=4)[CH2:27][CH2:26]3)[CH2:21][CH2:20]2)=[CH:15][CH:14]=1)(=O)=O>>[CH2:37]([Si@H:28]1[CH2:27][CH2:26][C@H:25]([C@H:22]2[CH2:21][CH2:20][C@H:19]([C:16]3[CH:15]=[CH:14][C:13]([CH2:2][C@@H:3]([CH3:6])[CH2:4][CH3:5])=[CH:18][CH:17]=3)[CH2:24][CH2:23]2)[CH2:30][CH2:29]1)[CH2:38][CH2:39][CH2:40][CH3:41]. Procedure: The general procedure of Example 18 was repeated using (S)-1-bromo-2-methylbutane and (4-(trans-4-(4-n-pentyl-4-phenyl-4-silacyclohexyl)cyclohexyl)phenyl) trifluoromethanesulfonate, thereby obtaining the intended compound. RXN SMILES: [CH2:1]([CH:2]=[CH2:3])[N:4]([C:5]([C:6]([CH2:7][Cl:8])([CH3:9])[CH3:10])=[O:11])[CH:12]1[CH2:13][CH2:14][c:15]2[cH:16][cH:17][cH:18][cH:19][c:20]21.[CH:40]1([CH2:41][NH:42][CH2:43][CH:44]2[CH2:45][CH2:46][CH2:47][CH2:48][CH2:49]2)[CH2:50][CH2:51][CH2:52][CH2:53][CH2:54]1.[I:21][c:22]1[cH:23][c:24]2[c:25]([n:26][cH:27]1)[CH2:28][C:29]1([CH2:30]2)[C:31](=[O:39])[NH:32][c:33]2[n:34][cH:35][cH:36][cH:37][c:38]21.[O:55]=[CH:56][N:57]([CH3:58])[CH3:59]>>[CH2:1]([CH:2]=[CH:3][c:22]1[cH:23][c:24]2[c:25]([n:26][cH:27]1)[CH2:28][C:29]1([CH2:30]2)[C:31](=[O:39])[NH:32][c:33]2[n:34][cH:35][cH:36][cH:37][c:38]21)[N:4]([C:5]([C:6]([CH2:7][Cl:8])([CH3:9])[CH3:10])=[O:11])[CH:12]1[CH2:13][CH2:14][c:15]2[cH:16][cH:17][cH:18][cH:19][c:20]21. The product is CC(C)(CCl)C(=O)N(CC=Cc1cnc2c(c1)CC1(C2)C(=O)Nc2ncccc21)C1CCc2ccccc21. Starting materials: C=CCN(C(=O)C(C)(C)CCl)C1CCc2ccccc21, C1CCC(CNCC2CCCCC2)CC1, O=C1Nc2ncccc2C12Cc1cc(I)cnc1C2, CN(C)C=O. Reactants: COC=1C=C2C(NC=NC2=CC1OCCCN1CCCCC1)=O (6-methoxy-7-(3-piperidinopropoxy)-3,4-dihydroquinazolin-4-one), CN(C)C=O (DMF), S(=O)(Cl)Cl (thionyl chloride). The product is ClC1=NC=NC2=CC(=C(C=C12)OC)OCCCN1CCCCC1 (4-chloro-6-methoxy-7-(3-piperidinopropoxy)quinazoline). Yield: 76.0%. As a reaction SMILES: [CH3:1][O:2][C:3]1[CH:4]=[C:5]2[C:10](=[CH:11][C:12]=1[O:13][CH2:14][CH2:15][CH2:16][N:17]1[CH2:22][CH2:21][CH2:20][CH2:19][CH2:18]1)[N:9]=[CH:8][NH:7][C:6]2=O.CN(C=O)C.S(Cl)([Cl:31])=O>>[Cl:31][C:6]1[C:5]2[C:10](=[CH:11][C:12]([O:13][CH2:14][CH2:15][CH2:16][N:17]3[CH2:22][CH2:21][CH2:20][CH2:19][CH2:18]3)=[C:3]([O:2][CH3:1])[CH:4]=2)[N:9]=[CH:8][N:7]=1. Reported procedure: A solution of 6-methoxy-7-(3-piperidinopropoxy)-3,4-dihydroquinazolin-4-one (1.5 g, 4.7 mmol) in thionyl chloride (15 ml) containing DMF (1.5 ml) was heated at reflux for 3 hours. After cooling, the volatiles were removed under vacuum. The residue was azeotroped with toluene. The solid was partitioned between methylene chloride and sodium hydrogen carbonate. The aqueous layer was adjusted to pH10 with 6M aqueous sodium hydroxide. The organic layer was separated, washed with brine, dried (MgSO4) ... The solvent is CN(C)C=O (DMF). The product is C1(=CC=CC=C1)C(C)N1C2C=CC(C1C(=O)OCC)C2 (ethyl 2-(1-phenylethyl)-2 -azabicyclo [2,2,1 ]hept-5-en-3-carboxylate). Reactants: O (water), C(C)OC(C=NCC1(CC=CC=C1)C)=O (N-[(1-methyl)phenylmethyl]imino-acetic acid ethyl ester), C1=CC=CC1 (cyclopentadiene), C(=O)(C(F)(F)F)O (TFA). Isolated yield 58.9%. Procedure: To a mixture of N-[(1-methyl)phenylmethyl]imino-acetic acid ethyl ester (67.5 g; 328.9 mmol) and cyclopentadiene (43.48 g, 657.8 mmol) in dry DMF under argon cooled to 0° C., was added in portions (5 ml portion) 37.5 g (328.9 mmol) of TFA followed by water (0.057 ml) and the resulting mixture was allowed to stir at room temperature for 22 hours. The above reaction mixture was poured into ice, extracted with 80% hexane in ethyl acetate (to remove excess cyclopentadiene), and the aqueous layer was... Reaction conditions: temperature 0 celsius, time 22 hour. Reaction SMILES: [CH2:1]([O:3][C:4](=[O:15])[CH:5]=[N:6][CH2:7][C:8]1(C)[CH:13]=[CH:12][CH:11]=[CH:10][CH2:9]1)[CH3:2].[CH:16]1[CH2:20][CH:19]=[CH:18][CH:17]=1.[C:21](O)(C(F)(F)F)=O.O>CN(C=O)C>[C:8]1([CH:7]([N:6]2[CH:5]([C:4]([O:3][CH2:1][CH3:2])=[O:15])[CH:20]3[CH2:16][CH:17]2[CH:18]=[CH:19]3)[CH3:21])[CH:9]=[CH:10][CH:11]=[CH:12][CH:13]=1. Starting materials: COC=1C=C(C=CC1)CCN (2-(3-methoxyphenyl)ethylamine), solution, B(Br)(Br)Br (BBr3), Cl.CO (HCl MeOH). The solvent is C(Cl)Cl (CH2Cl2), C(Cl)Cl (CH2Cl2), CO (MeOH). Run at time 3 hour. The product is Cl.OC=1C=C(C=CC1)CCN (2-(3-hydroxyphenyl)ethylamine hydrochloride), solid. Isolated yield 57.0%. As a reaction SMILES: C[O:2][C:3]1[CH:4]=[C:5]([CH2:9][CH2:10][NH2:11])[CH:6]=[CH:7][CH:8]=1.B(Br)(Br)Br.[ClH:16].CO>C(Cl)Cl.CO>[ClH:16].[OH:2][C:3]1[CH:4]=[C:5]([CH2:9][CH2:10][NH2:11])[CH:6]=[CH:7][CH:8]=1 |f:2.3,6.7|. Reported procedure: To a stirred solution of 2-(3-methoxyphenyl)ethylamine (10.0 g, 66.2 mmol) in dry CH2Cl2 (100 mL) at −78° C. was added a 1 M solution of BBr3 in CH2Cl2 (200 mL, 3 eq.) and the solution was allowed to slowly warm to RT. After stirring for 3 h at RT the resulting precipitate was filtered off, washed with CH2Cl2 (200 mL) and dried. The off-white solid was dissolved in cold H2O (50 mL) and the insoluble material was filtered off. The acidic filtrate (pH 1.2) was made basic (pH 13.0) with 10 N NaOH a...